Dataset: the Open Reaction Database (ORD), a public repository of structured organic reaction records. Task: describe an organic reaction: reactants, conditions, products, and yield The reactants are CC(=O)c1ccc(C2(C3CCN(C(C)CCNC(=O)c4c(C)ncnc4C)CC3)Oc3ccccc3O2)cc1, CC(=O)[O-], CO, Cl, [Na+], CON. The product is CON=C(C)c1ccc(C2(C3CCN(C(C)CCNC(=O)c4c(C)ncnc4C)CC3)Oc3ccccc3O2)cc1. Reaction SMILES: [C:1]([CH3:2])(=[O:3])[c:4]1[cH:5][cH:6][c:7]([C:10]2([CH:19]3[CH2:20][CH2:21][N:22]([CH:25]([CH2:26][CH2:27][NH:28][C:29](=[O:30])[c:31]4[c:32]([CH3:38])[n:33][cH:34][n:35][c:36]4[CH3:37])[CH3:39])[CH2:23][CH2:24]3)[O:11][c:12]3[c:13]([cH:15][cH:16][cH:17][cH:18]3)[O:14]2)[cH:8][cH:9]1.[C:44]([O-:45])(=[O:46])[CH3:47].[CH3:49][OH:50].[ClH:40].[Na+:48].[O:41]([CH3:42])[NH2:43]>>[C:1]([CH3:2])([c:4]1[cH:5][cH:6][c:7]([C:10]2([CH:19]3[CH2:20][CH2:21][N:22]([CH:25]([CH2:26][CH2:27][NH:28][C:29](=[O:30])[c:31]4[c:32]([CH3:38])[n:33][cH:34][n:35][c:36]4[CH3:37])[CH3:39])[CH2:23][CH2:24]3)[O:11][c:12]3[c:13]([cH:15][cH:16][cH:17][cH:18]3)[O:14]2)[cH:8][cH:9]1)=[N:43][O:41][CH3:42]. The reactants are C1CCOC1, COc1ccc(C(CCCCCC(=O)O)C2=C(C)C(=O)C(C)=C(C)C2=O)cc1, CCOC(C)=O, ClCCl, O=C(Cl)C(=O)Cl, Cl, NO, [Na+], O=C([O-])O. Product: COc1ccc(C(CCCCCC(=O)NO)C2=C(C)C(=O)C(C)=C(C)C2=O)cc1. RXN SMILES: [CH2:52]1[O:53][CH2:54][CH2:55][CH2:56]1.[CH3:1][O:2][c:3]1[cH:4][cH:5][c:6]([CH:9]([CH2:10][CH2:11][CH2:12][CH2:13][CH2:14][C:15](=[O:16])[OH:17])[C:18]2=[C:23]([CH3:24])[C:22](=[O:25])[C:21]([CH3:26])=[C:20]([CH3:27])[C:19]2=[O:28])[cH:7][cH:8]1.[CH3:37][CH2:38][O:39][C:40](=[O:41])[CH3:42].[Cl:43][CH2:44][Cl:45].[Cl:46][C:47]([C:48]([Cl:49])=[O:50])=[O:51].[ClH:29].[NH2:30][OH:31].[Na+:32].[OH:33][C:34](=[O:35])[O-:36]>>[CH3:1][O:2][c:3]1[cH:4][cH:5][c:6]([CH:9]([CH2:10][CH2:11][CH2:12][CH2:13][CH2:14][C:15](=[O:16])[NH:30][OH:31])[C:18]2=[C:23]([CH3:24])[C:22](=[O:25])[C:21]([CH3:26])=[C:20]([CH3:27])[C:19]2=[O:28])[cH:7][cH:8]1. Starting materials: OC1(CCN(C=2C1=NC(=C(N2)C2=CC=C(C=C2)C)C2=CC=C(C=C2)C)CCCCCCC(=O)OCC)C (ethyl 7-(8-hydroxy-8-methyl-2,3-di-p-tolyl-7,8-dihydropyrido[3,2-b]pyrazin-5(6H)-yl)heptanoate), COC1(CCN(C=2C1=NC(=C(N2)C2=CC=C(C=C2)C)C2=CC=C(C=C2)C)CCCCCCC(=O)OCC)C (ethyl 7-(8-methoxy-8-methyl-2,3-d i-p-tolyl-7,8-dihydropyrido[3,2-b]pyrazin-5(6H)-yl)heptanoate). Solvent: CO (MeOH). Product: COC1(CCN(C=2C1=NC(=C(N2)C2=CC=C(C=C2)C)C2=CC=C(C=C2)C)CCCCCCC(=O)OCC)C.OC2(CCN(C=1C2=NC(=C(N1)C1=CC=C(C=C1)C)C1=CC=C(C=C1)C)CCCCCCC(=O)OCC)C (Ethyl 7-(8-hydroxy-8-methyl-2,3-di-p-tolyl-7,8-dihydropyrido[3,2-b]pyrazin-5(6H)-yl)heptanoate compound with ethyl 7-(8-methoxy-8-methyl-2,3-di-p-tolyl-7,8-dihydropyrido[3,2-b]pyrazin-5(6H)-yl)heptanoate). As a reaction SMILES: [OH:1][C:2]1([CH3:37])[C:7]2=[N:8][C:9]([C:19]3[CH:24]=[CH:23][C:22]([CH3:25])=[CH:21][CH:20]=3)=[C:10]([C:12]3[CH:17]=[CH:16][C:15]([CH3:18])=[CH:14][CH:13]=3)[N:11]=[C:6]2[N:5]([CH2:26][CH2:27][CH2:28][CH2:29][CH2:30][CH2:31][C:32]([O:34][CH2:35][CH3:36])=[O:33])[CH2:4][CH2:3]1.[CH3:38][O:39][C:40]1([CH3:75])[C:45]2=[N:46][C:47]([C:57]3[CH:62]=[CH:61][C:60]([CH3:63])=[CH:59][CH:58]=3)=[C:48]([C:50]3[CH:55]=[CH:54][C:53]([CH3:56])=[CH:52][CH:51]=3)[N:49]=[C:44]2[N:43]([CH2:64][CH2:65][CH2:66][CH2:67][CH2:68][CH2:69][C:70]([O:72][CH2:73][CH3:74])=[O:71])[CH2:42][CH2:41]1>CO>[CH3:38][O:39][C:40]1([CH3:75])[C:45]2=[N:46][C:47]([C:57]3[CH:62]=[CH:61][C:60]([CH3:63])=[CH:59][CH:58]=3)=[C:48]([C:50]3[CH:51]=[CH:52][C:53]([CH3:56])=[CH:54][CH:55]=3)[N:49]=[C:44]2[N:43]([CH2:64][CH2:65][CH2:66][CH2:67][CH2:68][CH2:69][C:70]([O:72][CH2:73][CH3:74])=[O:71])[CH2:42][CH2:41]1.[OH:1][C:2]1([CH3:37])[C:7]2=[N:8][C:9]([C:19]3[CH:24]=[CH:23][C:22]([CH3:25])=[CH:21][CH:20]=3)=[C:10]([C:12]3[CH:13]=[CH:14][C:15]([CH3:18])=[CH:16][CH:17]=3)[N:11]=[C:6]2[N:5]([CH2:26][CH2:27][CH2:28][CH2:29][CH2:30][CH2:31][C:32]([O:34][CH2:35][CH3:36])=[O:33])[CH2:4][CH2:3]1 |f:3.4|. Reported procedure: To a solution of 8-methyl-2,3-di-p-tolyl-5,6,7,8-tetrahydropyrido[2,3-b]pyrazin-8-ol (Intermediate G)(240 mg, 0.695 mmol) in DCE (10 ml) was added ethyl 7-oxoheptanoate (359 mg, 2.084 mmol) followed by sodium triacetoxyborohydride (442 mg, 2.084 mmol) and the resulting mixture was left to stir overnight at room temperature under an atmosphere of nitrogen. The reaction mixture was diluted with water and extracted with EtOAc (2×20 ml). The combined organic extracts were dried over MgSO4, filtered ... The reactants are ClC=1NC=2C=CC=C3CCCC(N1)C23 (2-chloro-3a,4,5,6-tetrahydroperimidine), NN (hydrazine). The solvent is C(C)O (ethanol), petroleum ether. Yields the product N(N)C=1NC=2C=CC=C3CCCC(N1)C23 (2-Hydrazino-3a,4,5,6-tetrahydro-perimidine). Reaction SMILES: Cl[C:2]1[NH:3][C:4]2[CH:5]=[CH:6][CH:7]=[C:8]3[C:14]=2[CH:12]([N:13]=1)[CH2:11][CH2:10][CH2:9]3.[NH2:15][NH2:16]>C(O)C>[NH:15]([C:2]1[NH:3][C:4]2[CH:5]=[CH:6][CH:7]=[C:8]3[C:14]=2[CH:12]([N:13]=1)[CH2:11][CH2:10][CH2:9]3)[NH2:16]. Procedure: 61.8 g (0.3 mol) of 2-chloro-3a,4,5,6-tetrahydroperimidine are heated to 80° C. with 19.2 g (0.6 mol) of anhydrous hydrazine in 250 ml of ethanol for 4 hours. After cooling the mixture, 250 ml of petroleum ether are added and the crystals formed are isolated by filtration. 2-Hydrazino-3a,4,5,6-tetrahydro-perimidine is obtained. Yield: 54 g (89% of theory) of melting point 191°-193° C. Reactants: ClC1=CC(=C(CN2N=CC3=CC(=CC=C23)C=C2C(N=C(S2)SCCC)=O)C=C1)C(F)(F)F (5-[1-(4-Chloro-2-trifluoromethyl-benzyl)-1H-indazol-5-ylmethylene]-2-propylsulfanyl-thiazol-4-one), N1CCS(CC1)(=O)=O (thiomorpholine 1,1-dioxide). Product: ClC1=CC(=C(CN2N=CC3=CC(=CC=C23)C=C2C(N=C(S2)N2CCS(CC2)(=O)=O)=O)C=C1)C(F)(F)F (5-[1-(4-Chloro-2-trifluoromethyl-benzyl)-1H-indazol-5-ylmethylene]-2-(1,1-dioxidothiomorpholin-4-yl)-thiazol-4-one). As a reaction SMILES: [Cl:1][C:2]1[CH:28]=[CH:27][C:5]([CH2:6][N:7]2[C:15]3[C:10](=[CH:11][C:12]([CH:16]=[C:17]4[S:21][C:20](SCCC)=[N:19][C:18]4=[O:26])=[CH:13][CH:14]=3)[CH:9]=[N:8]2)=[C:4]([C:29]([F:32])([F:31])[F:30])[CH:3]=1.[NH:33]1[CH2:38][CH2:37][S:36](=[O:40])(=[O:39])[CH2:35][CH2:34]1>>[Cl:1][C:2]1[CH:28]=[CH:27][C:5]([CH2:6][N:7]2[C:15]3[C:10](=[CH:11][C:12]([CH:16]=[C:17]4[S:21][C:20]([N:33]5[CH2:38][CH2:37][S:36](=[O:40])(=[O:39])[CH2:35][CH2:34]5)=[N:19][C:18]4=[O:26])=[CH:13][CH:14]=3)[CH:9]=[N:8]2)=[C:4]([C:29]([F:32])([F:30])[F:31])[CH:3]=1. Procedure: 5-[1-(4-Chloro-2-trifluoromethyl-benzyl)-1H-indazol-5-ylmethylene]-2-(1,1-dioxidothiomorpholin-4-yl)-thiazol-4-one was prepared from 5-[1-(4-Chloro-2-trifluoromethyl-benzyl)-1H-indazol-5-ylmethylene]-2-propylsulfanyl-thiazol-4-one and thiomorpholine 1,1-dioxide following General Procedure B. RXN SMILES: [C:1](#[N:2])[c:3]1[cH:4][cH:5][cH:6][c:7]([C:9](=[O:10])[OH:11])[n:8]1.[CH3:15][CH2:16][OH:17].[ClH:12].[H:13][H:14]>>[CH2:1]([NH2:2])[c:3]1[cH:4][cH:5][cH:6][c:7]([C:9](=[O:10])[OH:11])[n:8]1.[ClH:12]. The reactants are N#Cc1cccc(C(=O)O)n1, CCO, Cl, [H][H]. The product is NCc1cccc(C(=O)O)n1, Cl.